This data is from the Open Reaction Database (ORD), a public repository of structured organic reaction records. The task is: describe an organic reaction: reactants, conditions, products, and yield Reactants: CN(C)C=O, CC(CCCCCS(=O)(=O)[O-])=C(F)F, [Na+], O, O=C([O-])O, O=C(O)c1ccc2[nH]ccc2c1. Product: CC(CCCCOC(=O)c1ccc2[nH]ccc2c1)=C(F)F. As a reaction SMILES: [CH3:1][N:2]([CH3:3])[CH:4]=[O:5].[F:6][C:7](=[C:8]([CH2:9][CH2:10][CH2:11][CH2:12][CH2:13][S:14]([O-:15])(=[O:16])=[O:17])[CH3:18])[F:19].[Na+:32].[OH2:37].[OH:33][C:34](=[O:35])[O-:36].[nH:20]1[cH:21][cH:22][c:23]2[cH:24][c:25]([C:29](=[O:30])[OH:31])[cH:26][cH:27][c:28]12>>[F:6][C:7](=[C:8]([CH2:9][CH2:10][CH2:11][CH2:12][O:31][C:29]([c:25]1[cH:24][c:23]2[cH:22][cH:21][nH:20][c:28]2[cH:27][cH:26]1)=[O:30])[CH3:18])[F:19].